From a dataset of the Open Reaction Database (ORD), a public repository of structured organic reaction records. describe an organic reaction: reactants, conditions, products, and yield Reactants: CCO, COc1cc([N+](=O)[O-])ccc1OC1CCN(C)CC1, [Pd]. Product: COc1cc(N)ccc1OC1CCN(C)CC1. RXN SMILES: [CH3:20][CH2:21][OH:22].[N+:1]([O-:2])(=[O:3])[c:4]1[cH:5][c:6]([O:18][CH3:19])[c:7]([O:8][CH:9]2[CH2:10][CH2:11][N:12]([CH3:15])[CH2:13][CH2:14]2)[cH:16][cH:17]1.[Pd:23]>>[NH2:1][c:4]1[cH:5][c:6]([O:18][CH3:19])[c:7]([O:8][CH:9]2[CH2:10][CH2:11][N:12]([CH3:15])[CH2:13][CH2:14]2)[cH:16][cH:17]1.